This data is from the Open Reaction Database (ORD), a public repository of structured organic reaction records. The task is: describe an organic reaction: reactants, conditions, products, and yield RXN SMILES: [C:1]([O:5][C:6]([NH:8][C@H:9]([C:18]([OH:20])=[O:19])[CH2:10][C:11]1[CH:16]=[CH:15][C:14]([OH:17])=[CH:13][CH:12]=1)=[O:7])([CH3:4])([CH3:3])[CH3:2].Br[CH2:22][CH2:23][CH2:24][N:25]1[C:29](=[O:30])[C:28]2=[CH:31][CH:32]=[CH:33][CH:34]=[C:27]2[C:26]1=[O:35].CC(C)([O-])C.[K+]>CS(C)=O.O>[C:1]([O:5][C:6]([NH:8][C@H:9]([C:18]([OH:20])=[O:19])[CH2:10][C:11]1[CH:12]=[CH:13][C:14]([O:17][CH2:22][CH2:23][CH2:24][N:25]2[C:29](=[O:30])[C:28]3=[CH:31][CH:32]=[CH:33][CH:34]=[C:27]3[C:26]2=[O:35])=[CH:15][CH:16]=1)=[O:7])([CH3:4])([CH3:2])[CH3:3] |f:2.3|. Procedure details: A mixture of diphenylmethyl ester of N-tert-butoxycarbonyl-L-tyrosine (447 mg) prepared in Preparation 7 (1), N-(3-bromopropyl)phthalimide (644 mg) and potassium tert-butoxide (268 mg) in dimethyl sulfoxide (7 ml) was stirred for 6 hours at room temperature. The reaction mixture was diluted with water, and extracted with diethyl ether. The extract was washed with water and brine, dried, and evaporated to dryness to give diphenylmethyl ester of N-tert-butoxycarbonyl-O-(3-phthalimidopropyl)-L-tyro... Product: diphenylmethyl ester, C(C)(C)(C)OC(=O)N[C@@H](CC1=CC=C(C=C1)OCCCN1C(C=2C(C1=O)=CC=CC2)=O)C(=O)O (N-tert-butoxycarbonyl-O-(3-phthalimidopropyl)-L-tyrosine). Run in O (water), CS(=O)C (dimethyl sulfoxide). Run at time 6 hour. Reactants: diphenylmethyl ester, C(C)(C)(C)OC(=O)N[C@@H](CC1=CC=C(C=C1)O)C(=O)O (N-tert-butoxycarbonyl-L-tyrosine), ( 1 ), BrCCCN1C(C=2C(C1=O)=CC=CC2)=O (N-(3-bromopropyl)phthalimide), CC(C)([O-])C.[K+] (potassium tert-butoxide). Reactants: C(C)C(CN1C2=CC=CC=C2C2=CC=C3C(=C12)C=CC=C3)CCCC (11-(2-ethylhexyl)-11H-benzo[a]carbazole), FC1=CC=C(C(=O)Cl)C=C1 (4-fluorobenzoyl chloride), [Al+3].[Cl-].[Cl-].[Cl-] (AlCl3), ice water. The solvent is C(Cl)Cl (CH2Cl2). Reaction conditions: time 0.5 hour. The product is C(C)C(CN1C2=CC=CC=C2C2=CC(=C3C(=C12)C=CC=C3)C(=O)C3=CC=C(C=C3)F)CCCC ([11-(2-ethylhexyl)-11H-benzo[a]carbazol-5-yl]-(4-fluorophenyl)-methanone). As a reaction SMILES: [CH2:1]([CH:3]([CH2:22][CH2:23][CH2:24][CH3:25])[CH2:4][N:5]1[C:17]2[C:12](=[CH:13][CH:14]=[C:15]3[CH:21]=[CH:20][CH:19]=[CH:18][C:16]3=2)[C:11]2[C:6]1=[CH:7][CH:8]=[CH:9][CH:10]=2)[CH3:2].[F:26][C:27]1[CH:35]=[CH:34][C:30]([C:31](Cl)=[O:32])=[CH:29][CH:28]=1.[Al+3].[Cl-].[Cl-].[Cl-]>C(Cl)Cl>[CH2:1]([CH:3]([CH2:22][CH2:23][CH2:24][CH3:25])[CH2:4][N:5]1[C:17]2[C:12](=[CH:13][C:14]([C:31]([C:30]3[CH:34]=[CH:35][C:27]([F:26])=[CH:28][CH:29]=3)=[O:32])=[C:15]3[CH:21]=[CH:20][CH:19]=[CH:18][C:16]3=2)[C:11]2[C:6]1=[CH:7][CH:8]=[CH:9][CH:10]=2)[CH3:2] |f:2.3.4.5|. Procedure details: To 11-(2-ethylhexyl)-11H-benzo[a]carbazole (10.0 g, 30.6 mmol) in CH2Cl2 (150 mL) are added 4-fluorobenzoyl chloride (5.03 g, 31.7 mmol) and AlCl3 (4.58 g, 34.3 mmol) at 0° C. After stirring for 0.5 hour, the reaction mixture is stirred for 2 hours at room temperature. The reaction mixture is poured into ice-water, and the crude product is extracted with CH2Cl2. The organic layer is washed with water and brine, dried over MgSO4. After concentration, the crude product is purified by column chroma... Reactants: C1(=CC=CC=C1)C1=NNC(=C1C(C1=C(C=C(C=C1)Cl)N)=O)C(=O)OCC (ethyl 3-phenyl-4-(4-chloro-2-aminobenzoyl)-1H-pyrazole-5-carboxylate), OC1=NC=CC=C1 (2-hydroxypyridine). Product: ClC1=CC2=C(C(C3=C(C(N2)=O)NN=C3C3=CC=CC=C3)=O)C=C1 (7-Chloro-3-phenylpyrazolo[3,4-c][1]benzazepine-4,10 (1H,9H)-dione). Reported procedure: A mixture of ethyl 3-phenyl-4-(4-chloro-2-aminobenzoyl)-1H-pyrazole-5-carboxylate (0.84 g, 2.28 mmol) and 2-hydroxypyridine (0.217 g, 2.28 mmol) in toluene (12 mL) was distilled at 160° C. until all the toluene was removed. The residue was heated at the same temperature for 18 hours. The reaction residue was washed with water to remove the 2-hydroxypyridine. The insoluble material was added to methanol (225 mL) and heated to boiling. Ethyl acetate (100 mL) was added and the solution heated for a... As a reaction SMILES: [C:1]1([C:7]2[C:11]([C:12](=[O:21])[C:13]3[CH:18]=[CH:17][C:16]([Cl:19])=[CH:15][C:14]=3[NH2:20])=[C:10]([C:22](OCC)=[O:23])[NH:9][N:8]=2)[CH:6]=[CH:5][CH:4]=[CH:3][CH:2]=1.OC1C=CC=CN=1>C1(C)C=CC=CC=1>[Cl:19][C:16]1[CH:17]=[CH:18][C:13]2[C:12](=[O:21])[C:11]3[C:7]([C:1]4[CH:6]=[CH:5][CH:4]=[CH:3][CH:2]=4)=[N:8][NH:9][C:10]=3[C:22](=[O:23])[NH:20][C:14]=2[CH:15]=1. Solvent: C1(=CC=CC=C1)C (toluene). Isolated yield 51.6%. Reaction conditions: time 230 minute. Reactants: C(C)(C)(C)OC(NCC1=CC=C(C=C1)Br)=O ((4-bromo-benzyl)-carbamic acid tert-butyl ester), OC=1C=C(C=CC1)B(O)O (3-hydroxybenzeneboronic acid), C([O-])([O-])=O.[Na+].[Na+] (sodium carbonate), C1(CCCCC1)P(C1CCCCC1)C1CCCCC1 (tricyclohexylphosphine). Product: C(C)(C)(C)OC(NCC1=CC=C(C=C1)C1=CC(=CC=C1)O)=O ((3′-hydroxy-biphenyl-4-ylmethyl)-carbamic acid tert-butyl ester). RXN SMILES: [C:1]([O:5][C:6](=[O:16])[NH:7][CH2:8][C:9]1[CH:14]=[CH:13][C:12](Br)=[CH:11][CH:10]=1)([CH3:4])([CH3:3])[CH3:2].[OH:17][C:18]1[CH:19]=[C:20](B(O)O)[CH:21]=[CH:22][CH:23]=1.C(=O)([O-])[O-].[Na+].[Na+].C1(P(C2CCCCC2)C2CCCCC2)CCCCC1>O.O1CCOCC1.C([O-])(=O)C.[Pd+2].C([O-])(=O)C>[C:1]([O:5][C:6](=[O:16])[NH:7][CH2:8][C:9]1[CH:14]=[CH:13][C:12]([C:22]2[CH:21]=[CH:20][CH:19]=[C:18]([OH:17])[CH:23]=2)=[CH:11][CH:10]=1)([CH3:4])([CH3:3])[CH3:2] |f:2.3.4,8.9.10|. Reagents/catalysts: C(C)(=O)[O-].[Pd+2].C(C)(=O)[O-] (palladium (II) acetate). Procedure: A mixture of (4-bromo-benzyl)-carbamic acid tert-butyl ester (600 mg), 3-hydroxybenzeneboronic acid (373 mg), sodium carbonate (333 mg), palladium (II) acetate (10 mg) and tricyclohexylphosphine (13 mg) in water (3.5 ml) and dioxane (14 ml) is kept at 90° C. under micro wave conditions for 230 min. The mixture is cooled down to rt and is filtered through an EXTUBE extraction column with EtOAc (200 ml). The filtrate is evaporated and the resulting crude product is purified on silica (90 g) with c... Solvent: O (water), O1CCOCC1 (dioxane). The reactants are O=C(Cl)c1ccccc1, CN(C)C=O, Cn1cc(CC2NC(=O)C(CCCN)NC2=O)c2ccccc21, O. Product: Cn1cc(CC2NC(=O)C(CCCNC(=O)c3ccccc3)NC2=O)c2ccccc21. As a reaction SMILES: [C:24]([c:25]1[cH:26][cH:27][cH:28][cH:29][cH:30]1)(=[O:31])[Cl:32].[CH3:33][N:34]([CH3:35])[CH:36]=[O:37].[NH2:1][CH2:2][CH2:3][CH2:4][CH:5]1[C:6](=[O:23])[NH:7][CH:8]([CH2:12][c:13]2[cH:14][n:15]([CH3:22])[c:16]3[cH:17][cH:18][cH:19][cH:20][c:21]23)[C:9](=[O:11])[NH:10]1.[OH2:38]>>[NH:1]([CH2:2][CH2:3][CH2:4][CH:5]1[C:6](=[O:23])[NH:7][CH:8]([CH2:12][c:13]2[cH:14][n:15]([CH3:22])[c:16]3[cH:17][cH:18][cH:19][cH:20][c:21]23)[C:9](=[O:11])[NH:10]1)[C:24]([c:25]1[cH:26][cH:27][cH:28][cH:29][cH:30]1)=[O:31]. The reactants are CSc1noc(-c2ccc(OCc3ccccc3)cc2)c1C#N, CCO, O=C(O)C(F)(F)F, CSc1ccccc1. Product: CSc1noc(-c2ccc(O)cc2)c1C#N. Reaction SMILES: [CH3:1][S:2][c:3]1[n:4][o:5][c:6](-[c:10]2[cH:11][cH:12][c:13]([O:16][CH2:17][c:18]3[cH:19][cH:20][cH:21][cH:22][cH:23]3)[cH:14][cH:15]2)[c:7]1[C:8]#[N:9].[CH3:39][CH2:40][OH:41].[F:32][C:33]([F:34])([F:35])[C:36]([OH:37])=[O:38].[c:24]1([S:25][CH3:26])[cH:27][cH:28][cH:29][cH:30][cH:31]1>>[CH3:1][S:2][c:3]1[n:4][o:5][c:6](-[c:10]2[cH:11][cH:12][c:13]([OH:16])[cH:14][cH:15]2)[c:7]1[C:8]#[N:9]. Starting materials: CCO, CC(C)(C)OC(=O)NC(Cc1cc(F)cc(F)c1)C(O)CCl, [K+], [OH-]. Product: CC(C)(C)OC(=O)NC(Cc1cc(F)cc(F)c1)C1CO1. RXN SMILES: [CH3:25][CH2:26][OH:27].[Cl:1][CH2:2][CH:3]([CH:4]([CH2:5][c:6]1[cH:7][c:8]([F:13])[cH:9][c:10]([F:12])[cH:11]1)[NH:14][C:15]([O:16][C:17]([CH3:18])([CH3:19])[CH3:20])=[O:21])[OH:22].[K+:24].[OH-:23]>>[CH2:2]1[CH:3]([CH:4]([CH2:5][c:6]2[cH:7][c:8]([F:13])[cH:9][c:10]([F:12])[cH:11]2)[NH:14][C:15]([O:16][C:17]([CH3:18])([CH3:19])[CH3:20])=[O:21])[O:22]1. The reactants are CO, Cc1c(F)cc(C(=O)NC2CC2)cc1-c1ccc(C(=O)NCC(C)(C)C)cn1, ClC(Cl)Cl, O=C(OO)c1cccc(Cl)c1. Yields the product Cc1c(F)cc(C(=O)NC2CC2)cc1-c1ccc(C(=O)NCC(C)(C)C)c[n+]1[O-]. RXN SMILES: [CH3:44][OH:45].[CH:12]1([NH:15][C:16](=[O:17])[c:18]2[cH:19][c:20]([F:39])[c:21]([CH3:38])[c:22](-[c:24]3[n:25][cH:26][c:27]([C:28](=[O:29])[NH:30][CH2:31][C:32]([CH3:33])([CH3:34])[CH3:35])[cH:36][cH:37]3)[cH:23]2)[CH2:13][CH2:14]1.[CH:40]([Cl:41])([Cl:42])[Cl:43].[OH:1][O:2][C:3]([c:4]1[cH:5][c:6]([Cl:7])[cH:8][cH:9][cH:10]1)=[O:11]>>[O-:1][n+:25]1[c:24](-[c:22]2[c:21]([CH3:38])[c:20]([F:39])[cH:19][c:18]([C:16]([NH:15][CH:12]3[CH2:13][CH2:14]3)=[O:17])[cH:23]2)[cH:37][cH:36][c:27]([C:28](=[O:29])[NH:30][CH2:31][C:32]([CH3:33])([CH3:34])[CH3:35])[cH:26]1. Starting materials: C(C)OC(=O)C1(CC=2C=CC=NC2C1)NC(C1=CC(=C(C=C1)OC)OCCC=1C=C(C=CC1)C)=O (6-[4-Methoxy-3-(2-m-tolyl-ethoxy)-benzoylamino]-6,7-dihydro-5H-[1]pyrindine-6-carboxylic acid ethyl ester), [OH-].[Li+] (lithium hydroxide). Yields the product COC1=C(C=C(C(=O)NC2(CC=3C=CC=NC3C2)C(=O)O)C=C1)OCCC=1C=C(C=CC1)C (6-[4-Methoxy-3-(2-m-tolyl-ethoxy)-benzoylamino]-6,7-dihydro-5H-[1]pyrindine-6-carboxylic acid). As a reaction SMILES: C([O:3][C:4]([C:6]1([NH:15][C:16](=[O:35])[C:17]2[CH:22]=[CH:21][C:20]([O:23][CH3:24])=[C:19]([O:25][CH2:26][CH2:27][C:28]3[CH:29]=[C:30]([CH3:34])[CH:31]=[CH:32][CH:33]=3)[CH:18]=2)[CH2:14][C:13]2[N:12]=[CH:11][CH:10]=[CH:9][C:8]=2[CH2:7]1)=[O:5])C.[OH-].[Li+]>>[CH3:24][O:23][C:20]1[CH:21]=[CH:22][C:17]([C:16]([NH:15][C:6]2([C:4]([OH:5])=[O:3])[CH2:14][C:13]3[N:12]=[CH:11][CH:10]=[CH:9][C:8]=3[CH2:7]2)=[O:35])=[CH:18][C:19]=1[O:25][CH2:26][CH2:27][C:28]1[CH:29]=[C:30]([CH3:34])[CH:31]=[CH:32][CH:33]=1 |f:1.2|. Reported procedure: The compound of step 1 was hydrolyzed with lithium hydroxide in analogy to step 3 of example 94 to give 5 mg of the title compound. Starting materials: BrC(CCC(=O)O)(Br)Br (4,4,4-tribromobutyric acid), S(=O)(Cl)Cl (thionyl chloride). Solvent: CN(C=O)C (dimethylformamide). Run at time 3 hour. Product: BrC(CCC(=O)Cl)(Br)Br (4,4,4-tribromobutyric acid chloride). The yield is 95.0%. Reaction SMILES: [Br:1][C:2]([Br:9])([Br:8])[CH2:3][CH2:4][C:5](O)=[O:6].S(Cl)([Cl:12])=O>CN(C)C=O>[Br:1][C:2]([Br:9])([Br:8])[CH2:3][CH2:4][C:5]([Cl:12])=[O:6]. Reported procedure: 324.8 g (1.0 mol) of 4,4,4-tribromobutyric acid are warmed with 600 g of thionyl chloride and 1 ml of dimethylformamide, first for 2 hours at 40° C. and then for 3 hours at 75° C. The excess thionyl chloride is then distilled off and the residue is rectified under a high vacuum. 326.0 g (95% of theory) of 4,4,4-tribromobutyric acid chloride with a boiling point of 71° to 73° C./0.05 mm Hg are obtained.